Dataset: the Open Reaction Database (ORD), a public repository of structured organic reaction records. Task: describe an organic reaction: reactants, conditions, products, and yield The reactants are [OH-].COCCO[Al+]OCCOC.[Na+].[OH-] (sodium bis(2-methoxyethoxy)aluminum hydroxide), COC1=C(C=CC(=C1)CNCCCNCCCCNCCCNCC2=CC(=C(C=C2)O)OC)O.CN(C)CC(=O)C1=CC=CC=2C3NCC4=C(C(C21)C3)C=CC=C4 (dl-6 (dimethylaminoacetyl)-5,6,7,12-tetrahydro-5,12-methanodibenz[c,f]azocine). Solvent: C1=CC=CC=C1 (benzene), C1=CC=CC=C1 (benzene). Product: CN(CCN1C2C3=C(C(C4=C(C1)C=CC=C4)C2)C=CC=C3)C (7,12-Dihydro-N,N-dimethyl-5,12-methanodibenz[c,f]azocine-6(5H)-ethanamine). RXN SMILES: [OH-].COCCO[Al+]O[CH2:9][CH2:10]OC.[Na+].[OH-].COC1C=C([CH2:23][NH:24][CH2:25]CCNCCCCNCCCNCC2C=CC(O)=C(OC)C=2)C=CC=1O.CN(CC([C:55]1[C:66]2[CH:65]3[CH2:67][CH:60]([NH:61][CH2:62][C:63]4[CH:71]=[CH:70][CH:69]=[CH:68][C:64]=43)[C:59]=2[CH:58]=[CH:57][CH:56]=1)=O)C>C1C=CC=CC=1>[CH3:23][N:24]([CH3:25])[CH2:9][CH2:10][N:61]1[CH2:62][C:63]2[CH:64]=[CH:68][CH:69]=[CH:70][C:71]=2[CH:58]2[CH2:59][CH:60]1[C:67]1[CH:65]=[CH:66][CH:55]=[CH:56][C:57]=12 |f:0.1.2.3,4.5|. Reported procedure: Add a 1M benzene solution of sodium bis(2-methoxyethoxy)aluminum hydroxide (Red-Al®)(5.3 ml.) dropwise with stirring at room temperature to a solution of dl-6-(dimethylaminoacetyl)-5,6,7,12-tetrahydro-5,12-methanodibenz[c,f]azocine (2.8 g. of the free base) in benzene (27 ml.) over 0.5 hours. Reflux for 2 hours, cool, stir at room temperature then quench by careful addition of saturated aqueous ammonium chloride solution (1.85 ml.) dropwise with stirring. Filter and evaporate the filtrate in vac... Starting materials: CO, ClCCl, Cl, CCCCc1c2c(nc3c1CCc1cc(C=O)c(N)nc1-3)C(=Cc1ccccc1)CCC2. The product is CCCCc1c2c(nc3c1CCc1cc(C=O)c(N)nc1-3)C(=O)CCC2. Reaction SMILES: [CH3:34][OH:35].[Cl:36][CH2:37][Cl:38].[ClH:33].[NH2:1][c:2]1[c:3]([CH:31]=[O:32])[cH:4][c:5]2[c:14]([n:15]1)-[c:13]1[c:8]([c:9]([CH2:27][CH2:28][CH2:29][CH3:30])[c:10]3[c:11]([n:12]1)[C:16](=[CH:20][c:21]1[cH:22][cH:23][cH:24][cH:25][cH:26]1)[CH2:17][CH2:18][CH2:19]3)[CH2:7][CH2:6]2>>[NH2:1][c:2]1[c:3]([CH:31]=[O:32])[cH:4][c:5]2[c:14]([n:15]1)-[c:13]1[c:8]([c:9]([CH2:27][CH2:28][CH2:29][CH3:30])[c:10]3[c:11]([n:12]1)[C:16](=[O:35])[CH2:17][CH2:18][CH2:19]3)[CH2:7][CH2:6]2. Starting materials: Cl (HCl), O1CCOCC1 (dioxane), COCCBr (2-bromoethyl methyl ether), [H-].[Na+] (NaH), oil, C(C)(C)(C)OC(=O)NC1CNCC1 (3-(t-Butoxycarbonylamino)pyrrolidine). Run in CN(C)C=O (DMF), CCOC(=O)C (EtOAc), O (Water). Run at time 1 hour. Yields the product Cl.Cl.COCCN1CC(CC1)N (1-(2-methoxy-ethyl)-pyrrolidin-3-ylamine 2HCl). Isolated yield 100.0%. RXN SMILES: C(OC([NH:8][CH:9]1[CH2:13][CH2:12][NH:11][CH2:10]1)=O)(C)(C)C.[H-].[Na+].[CH3:16][O:17][CH2:18][CH2:19]Br.[ClH:21].O1CCOCC1>CN(C=O)C.CCOC(C)=O.O>[ClH:21].[ClH:21].[CH3:16][O:17][CH2:18][CH2:19][N:11]1[CH2:12][CH2:13][CH:9]([NH2:8])[CH2:10]1 |f:1.2,9.10.11|. Procedure details: 3-(t-Butoxycarbonylamino)pyrrolidine (1 g, 1 eq) is dissolved in DMF (15 mL) and NaH 60% in oil (258 mg, 1.2 eq) is added followed by 2-bromoethyl methyl ether (656 μL, 1.3 eq). Water (150 mL) and EtOAc (150 mL) are added and the two layers are separated. The aqueous layer is extracted with EtOAc (2×150 mL). The combined organic layers are washed with brine, dried over MgSO4 filtered and concentrated under reduced pressure. The residue is purified by flash chromatography (100% EtOAc). The isolat... The reactants are C(C(C)=C)N (methallylamine), ClCCS(=O)(=O)C1=CC=CC=C1 (1-chloro-2-phenylsulphonylethane). Run in C1(=CC=CC=C1)C (toluene), C1(=CC=CC=C1)C (toluene), C(C)(=O)OCC (ethyl acetate), C(C)(=O)OCC (ethyl acetate). Conditions: time 1 hour. The product is C1(=CC=CC=C1)S(=O)(=O)CCNCC(C)=C (N-(2-phenylsulphonylethyl)methallylamine). Isolated yield 75.0%. RXN SMILES: [CH2:1]([NH2:5])[C:2](=[CH2:4])[CH3:3].Cl[CH2:7][CH2:8][S:9]([C:12]1[CH:17]=[CH:16][CH:15]=[CH:14][CH:13]=1)(=[O:11])=[O:10]>C1(C)C=CC=CC=1.C(OCC)(=O)C>[C:12]1([S:9]([CH2:8][CH2:7][NH:5][CH2:1][C:2](=[CH2:3])[CH3:4])(=[O:11])=[O:10])[CH:17]=[CH:16][CH:15]=[CH:14][CH:13]=1. Procedure: A solution of methallylamine (8.0 g; 1.12 mol), in toluene (20 ml) was added dropwise to a solution of 1-chloro-2-phenylsulphonylethane (11.54 g; 56.4 mmol) in toluene (100 ml) at 0° C. When the addition was complete the reaction mixture was allowed to warm to room temperature and stirred for 1 hr. Thin layer chromatography indicated that all of the starting material had been consumed. Ether (150 ml) was added and the precipitate filtered off. Removal of the solvent from the filtrate produced a ... The reactants are C(C)(C)N1N=CN=C1C=1N=C2N(CCOC3=C2C=CC(=C3)C(=O)O)C1 (2-(1-isopropyl-1H-1,2,4-triazol-5-yl)-5,6-dihydrobenzo[f]imidazo[1,2-d][1,4]oxazepine-9-carboxylic acid), NC(CO)(C)C (2-amino-2-methyl-1-propanol). Run in C1CCOC1 (THF). Product: OCC(C)(C)NC(=O)C1=CC2=C(C=3N(CCO2)C=C(N3)C3=NC=NN3C(C)C)C=C1 (N-(1-hydroxy-2-methylpropan-2-yl)-2-(1-isopropyl-1H-1,2,4-triazol-5-yl)-5,6-dihydrobenzo[f]imidazo[1,2-d][1,4]oxazepine-9-carboxamide). RXN SMILES: [CH:1]([N:4]1[C:8]([C:9]2[N:10]=[C:11]3[C:17]4[CH:18]=[CH:19][C:20]([C:22]([OH:24])=O)=[CH:21][C:16]=4[O:15][CH2:14][CH2:13][N:12]3[CH:25]=2)=[N:7][CH:6]=[N:5]1)([CH3:3])[CH3:2].[NH2:26][C:27]([CH3:31])([CH3:30])[CH2:28][OH:29]>C1COCC1>[OH:29][CH2:28][C:27]([NH:26][C:22]([C:20]1[CH:19]=[CH:18][C:17]2[C:11]3[N:12]([CH:25]=[C:9]([C:8]4[N:4]([CH:1]([CH3:3])[CH3:2])[N:5]=[CH:6][N:7]=4)[N:10]=3)[CH2:13][CH2:14][O:15][C:16]=2[CH:21]=1)=[O:24])([CH3:31])[CH3:30]. Procedure: Following the same procedure as for 133, 2-(1-isopropyl-1H-1,2,4-triazol-5-yl)-5,6-dihydrobenzo[f]imidazo[1,2-d][1,4]oxazepine-9-carboxylic acid (20 mg, 0.06 mmol) was reacted with 2-amino-2-methyl-1-propanol (11 mg, 0.12 mmol) in THF to provide N-(1-hydroxy-2-methylpropan-2-yl)-2-(1-isopropyl-1H-1,2,4-triazol-5-yl)-5,6-dihydrobenzo[f]imidazo[1,2-d][1,4]oxazepine-9-carboxamide 163. LC/MS (ESI+): m/z 411 (M+H). 1H NMR (400 MHz, DMSO) δ 8.45 (d, J=8.4, 1H), 7.95 (d, J=22.3, 2H), 7.64-7.45 (m, 3H),... Product: CN(C)C1Cc2ccc(Nc3nccc(-c4c(-c5ccc(F)c(NC(=O)c6c(F)cccc6F)c5)nn5ccccc45)n3)cc2C1. The reactants are C1CCOC1, ClCCl, O=C(Cl)c1c(F)cccc1F, CN(C)C1Cc2ccc(Nc3nccc(-c4c(-c5ccc(F)c(N)c5)nn5ccccc45)n3)cc2C1. Reaction SMILES: [CH2:48]1[O:49][CH2:50][CH2:51][CH2:52]1.[Cl:53][CH2:54][Cl:55].[F:37][c:38]1[c:39]([C:40](=[O:41])[Cl:42])[c:43]([F:47])[cH:44][cH:45][cH:46]1.[NH2:1][c:2]1[cH:3][c:4](-[c:9]2[n:10][n:11]3[c:12]([cH:13][cH:14][cH:15][cH:16]3)[c:17]2-[c:18]2[n:19][c:20]([NH:24][c:25]3[cH:26][c:27]4[c:31]([cH:32][cH:33]3)[CH2:30][CH:29]([N:34]([CH3:35])[CH3:36])[CH2:28]4)[n:21][cH:22][cH:23]2)[cH:5][cH:6][c:7]1[F:8]>>[NH:1]([c:2]1[cH:3][c:4](-[c:9]2[n:10][n:11]3[c:12]([cH:13][cH:14][cH:15][cH:16]3)[c:17]2-[c:18]2[n:19][c:20]([NH:24][c:25]3[cH:26][c:27]4[c:31]([cH:32][cH:33]3)[CH2:30][CH:29]([N:34]([CH3:35])[CH3:36])[CH2:28]4)[n:21][cH:22][cH:23]2)[cH:5][cH:6][c:7]1[F:8])[C:40]([c:39]1[c:38]([F:37])[cH:46][cH:45][cH:44][c:43]1[F:47])=[O:41].